Dataset: the Open Reaction Database (ORD), a public repository of structured organic reaction records. Task: describe an organic reaction: reactants, conditions, products, and yield Starting materials: C1(CCCCC1)N=C=NC1CCCCC1 (Dicyclohexylcarbodiimide), O (H2O), powder, C(C)(=O)NNC1=CC=C(OCC(=O)O)C=C1 (4-(2-acetylhydrazino)phenoxyacetic acid), ON1N=NC2=C1C=CC=C2 (N-hydroxybenzotriazole), NC1=CC2=C(NN=N2)C=C1 (5-aminobenzotriazole). Solvent: CN(C=O)C (dimethylformamide), CN(C=O)C (dimethylformamide). Reaction conditions: time 4 hour. Product: N1N=NC2=C1C=CC(=C2)NC(COC2=CC=C(C=C2)NNC(C)=O)=O (N-(Benzotriazol-5-yl)-4-(2-acetylhydrazino)phenoxyacetamide). As a reaction SMILES: [C:1]([NH:4][NH:5][C:6]1[CH:16]=[CH:15][C:9]([O:10][CH2:11][C:12]([OH:14])=O)=[CH:8][CH:7]=1)(=[O:3])[CH3:2].ON1C2C=CC=CC=2N=N1.[NH2:27][C:28]1[CH:36]=[CH:35][C:31]2[NH:32][N:33]=[N:34][C:30]=2[CH:29]=1.C1(N=C=NC2CCCCC2)CCCCC1.O>CN(C)C=O>[NH:32]1[C:31]2[CH:35]=[CH:36][C:28]([NH:27][C:12](=[O:14])[CH2:11][O:10][C:9]3[CH:8]=[CH:7][C:6]([NH:5][NH:4][C:1](=[O:3])[CH3:2])=[CH:16][CH:15]=3)=[CH:29][C:30]=2[N:34]=[N:33]1. Reported procedure: A solution of 4-(2-acetylhydrazino)phenoxyacetic acid (1.1 g), N-hydroxybenzotriazole (1.0 g) and 5-aminobenzotriazole (0.67 g, 0.005 mole) in dry dimethylformamide (10 ml) was stirred at 0° under dry nitrogen. Dicyclohexylcarbodiimide (1.1 g) in dry dimethylformamide (5 ml) was added dropwise over 15 minutes and the reaction mixture was stirred for 1 hour at 0° and 4 hours at room temperature. The dicyclohexylurea which precipitated was filtered and dried (0.7 g) and the filtrate was stirred at... The solvent is C(Cl)(Cl)Cl (CHCl3), CC(=O)O (AcOH), CCO (EtOH). Reaction conditions: temperature 85 celsius, time 48 hour. Procedure details: Crude racemic 4-methylpiperidine-3-carboxylic acid hydrochloride (˜70% chemical purity, approximately 15:1 cis:trans) in AcOH (2:1, 300 g) was dissolved in EtOH (1500 mL) and sparged with HCl (gas) for about 15 min. The reaction mixture was fitted with a balloon to allow for expansion then heated to about 85° C. After about 48 h, the reaction mixture was cooled to ambient temperature and concd in vacuo to provide a thick syrup containing racemic ethyl 4-methylpiperidine-3-carboxylic acid hydroch... The product is CC1C(CNCC1)C(=O)OCC (ethyl 4-methylpiperidine-3-carboxylate). Reaction SMILES: Cl.[CH3:2][CH:3]1[CH2:8][CH2:7][NH:6][CH2:5][CH:4]1[C:9]([OH:11])=[O:10].Cl.[CH2:13](N1CCC(C)C(C(O)=O)C1)[CH3:14].C([O-])(O)=O.[Na+].[NH4+].[OH-]>CC(O)=O.CCO.C(Cl)(Cl)Cl>[CH3:2][CH:3]1[CH2:8][CH2:7][NH:6][CH2:5][CH:4]1[C:9]([O:11][CH2:13][CH3:14])=[O:10] |f:0.1,2.3,4.5,6.7|. Reactants: C(=O)(O)[O-].[Na+] (NaHCO3), ester, Cl.C(C)N1CC(C(CC1)C)C(=O)O (racemic ethyl 4-methylpiperidine-3-carboxylic acid hydrochloride), Cl.CC1C(CNCC1)C(=O)O (racemic 4-methylpiperidine-3-carboxylic acid hydrochloride), [NH4+].[OH-] (NH4OH). Reactants: NC1=CC=C(C=2C=NSC21)O (7-amino-4-hydroxy-1,2-benzisothiazole), N(=O)OCCCCC (amyl nitrite). The reagents and catalysts are [Zn] (zinc). The solvent is Cl (hydrochloric acid). Reaction conditions: temperature 60 celsius. The product is OC1=CC=CC2=C1C=NS2 (4-hydroxy-1,2-benzisothiazole). As a reaction SMILES: N[C:2]1[C:10]2[S:9][N:8]=[CH:7][C:6]=2[C:5]([OH:11])=[CH:4][CH:3]=1.N(OCCCCC)=O>Cl.[Zn]>[OH:11][C:5]1[C:6]2[CH:7]=[N:8][S:9][C:10]=2[CH:2]=[CH:3][CH:4]=1. Procedure: 15.1 g of 7-amino-4-hydroxy-1,2-benzisothiazole are slowly suspended in 30 ml of concentrated hydrochloric acid and diazotized with 15 ml of amyl nitrite at from 0° to 5° C. After slowly heating the mixture to 60° C., 18 g of zinc dust are added in 10 portions and the mixture is refluxed until the evolution of gas has ceased. When the mixture has cooled, it is filtered through Celite and the filtrate is partitioned between dilute sodium hydroxide solution and chloroform. After acidifying the aqu... Reactants: [Al+3], ClCCl, COc1ccccc1OC, [Cl-], [Cl-], [Cl-], [O-][N+]#Cc1c(Cl)cccc1Cl, Cl. Yields the product COc1ccc(C(=NO)c2c(Cl)cccc2Cl)cc1OC. As a reaction SMILES: [Al+3:2].[CH2:27]([Cl:28])[Cl:29].[CH3:16][O:17][c:18]1[cH:19][cH:20][cH:21][cH:22][c:23]1[O:24][CH3:25].[Cl-:1].[Cl-:3].[Cl-:4].[Cl:5][c:6]1[c:7]([C:8]#[N+:9][O-:10])[c:11]([Cl:15])[cH:12][cH:13][cH:14]1.[ClH:26]>>[Cl:5][c:6]1[c:7]([C:8](=[N:9][OH:10])[c:21]2[cH:20][cH:19][c:18]([O:17][CH3:16])[c:23]([O:24][CH3:25])[cH:22]2)[c:11]([Cl:15])[cH:12][cH:13][cH:14]1. Starting materials: CC(C)(C)[O-], COc1ccc2c(n1)CCC(=O)N2, CI, [Cl-], [K+], [Na+], CN(C)C=O. The product is COc1ccc2c(n1)CCC(=O)N2C. Reaction SMILES: [CH3:14][C:15]([CH3:16])([O-:17])[CH3:18].[CH3:1][O:2][c:3]1[n:4][c:5]2[c:10]([cH:11][cH:12]1)[NH:9][C:8](=[O:13])[CH2:7][CH2:6]2.[CH3:20][I:21].[Cl-:22].[K+:19].[Na+:23].[O:24]=[CH:25][N:26]([CH3:27])[CH3:28]>>[CH3:1][O:2][c:3]1[n:4][c:5]2[c:10]([cH:11][cH:12]1)[N:9]([CH3:14])[C:8](=[O:13])[CH2:7][CH2:6]2.